This data is from the Open Reaction Database (ORD), a public repository of structured organic reaction records. The task is: describe an organic reaction: reactants, conditions, products, and yield Starting materials: Cl, OC1(c2ccccc2F)CCC2(CC1)OCCO2, C1COCCO1. The product is O=C1CCC(O)(c2ccccc2F)CC1. Reaction SMILES: [ClH:19].[F:1][c:2]1[c:3]([C:8]2([OH:18])[CH2:9][CH2:10][C:11]3([O:12][CH2:15][CH2:14][O:13]3)[CH2:16][CH2:17]2)[cH:4][cH:5][cH:6][cH:7]1.[O:20]1[CH2:21][CH2:22][O:23][CH2:24][CH2:25]1>>[F:1][c:2]1[c:3]([C:8]2([OH:18])[CH2:9][CH2:10][C:11](=[O:12])[CH2:16][CH2:17]2)[cH:4][cH:5][cH:6][cH:7]1.